From a dataset of the Open Reaction Database (ORD), a public repository of structured organic reaction records. describe an organic reaction: reactants, conditions, products, and yield The reactants are O=C([O-])[O-], CCOC(=O)C(C)Oc1cc(Cl)nc(SCc2cccc(F)c2F)n1, CC(C)c1cc(C(C)C)c(-c2ccccc2P(C2CCCCC2)C2CCCCC2)c(C(C)C)c1, [Cs+], [Cs+], CC(C)(C)NC(=O)c1ccc(S(N)(=O)=O)o1, O=C(C=Cc1ccccc1)C=Cc1ccccc1, O=C(C=Cc1ccccc1)C=Cc1ccccc1, C1COCCO1, O=C(C=Cc1ccccc1)C=Cc1ccccc1, [Pd], [Pd]. Product: CCOC(=O)C(C)Oc1cc(NS(=O)(=O)c2ccc(C(=O)NC(C)(C)C)o2)nc(SCc2cccc(F)c2F)n1. RXN SMILES: [C:51](=[O:52])([O-:53])[O-:54].[CH2:57]([CH3:58])[O:59][C:60]([CH:61]([CH3:62])[O:63][c:64]1[n:65][c:66]([S:71][CH2:72][c:73]2[c:74]([F:80])[c:75]([F:79])[cH:76][cH:77][cH:78]2)[n:67][c:68]([Cl:70])[cH:69]1)=[O:81].[CH:17]1([P:18]([CH:19]2[CH2:20][CH2:21][CH2:22][CH2:23][CH2:24]2)[c:25]2[cH:26][cH:27][cH:28][cH:29][c:30]2-[c:31]2[c:32]([CH:33]([CH3:34])[CH3:35])[cH:36][c:37]([CH:38]([CH3:39])[CH3:40])[cH:41][c:42]2[CH:43]([CH3:44])[CH3:45])[CH2:46][CH2:47][CH2:48][CH2:49][CH2:50]1.[Cs+:55].[Cs+:56].[NH2:1][S:2](=[O:3])(=[O:4])[c:5]1[cH:6][cH:7][c:8]([C:10](=[O:11])[NH:12][C:13]([CH3:14])([CH3:15])[CH3:16])[o:9]1.[O:108]=[C:109]([CH:110]=[CH:111][c:112]1[cH:113][cH:114][cH:115][cH:116][cH:117]1)[CH:118]=[CH:119][c:120]1[cH:121][cH:122][cH:123][cH:124][cH:125]1.[O:126]=[C:127]([CH:128]=[CH:129][c:130]1[cH:131][cH:132][cH:133][cH:134][cH:135]1)[CH:136]=[CH:137][c:138]1[cH:139][cH:140][cH:141][cH:142][cH:143]1.[O:82]1[CH2:83][CH2:84][O:85][CH2:86][CH2:87]1.[O:90]=[C:91]([CH:92]=[CH:93][c:94]1[cH:95][cH:96][cH:97][cH:98][cH:99]1)[CH:100]=[CH:101][c:102]1[cH:103][cH:104][cH:105][cH:106][cH:107]1.[Pd:88].[Pd:89]>>[NH:1]([S:2](=[O:3])(=[O:4])[c:5]1[cH:6][cH:7][c:8]([C:10](=[O:11])[NH:12][C:13]([CH3:14])([CH3:15])[CH3:16])[o:9]1)[c:68]1[n:67][c:66]([S:71][CH2:72][c:73]2[c:74]([F:80])[c:75]([F:79])[cH:76][cH:77][cH:78]2)[n:65][c:64]([O:63][CH:61]([C:60]([O:59][CH2:57][CH3:58])=[O:81])[CH3:62])[cH:69]1. Procedure: Oxalyl chloride (113 μL, 1.3 mmol) was added slowly to a stirring suspension of 2-(ethylthio)benzoic acid (1-A) (182 mg, 1.0 mmol) and 3 μL DMF in methylene chloride (2 mL). After stirring for 3.5 h at room temperature, the mixture was concentrated in vacuo to give 2-(ethylthio)benzoyl chloride (1-B). Reaction SMILES: [C:1](Cl)(=O)[C:2]([Cl:4])=[O:3].[CH2:7]([S:9][C:10]1C=[CH:17][CH:16]=[CH:15][C:11]=1C(O)=O)[CH3:8].CN(C=O)C>C(Cl)Cl>[CH2:7]([S:9][C:10]1[CH:11]=[CH:15][CH:16]=[CH:17][C:1]=1[C:2]([Cl:4])=[O:3])[CH3:8]. Run at time 3.5 hour. Product: C(C)SC1=C(C(=O)Cl)C=CC=C1 (2-(ethylthio)benzoyl chloride). Run in C(Cl)Cl (methylene chloride). The reactants are C(C(=O)Cl)(=O)Cl (Oxalyl chloride), C(C)SC1=C(C(=O)O)C=CC=C1 (2-(ethylthio)benzoic acid), CN(C)C=O (DMF). Starting materials: Cl (hydrochloric acid), CI (methyl iodide), C([O-])([O-])=O.[K+].[K+] (potassium carbonate), OC1=NOC(=C1)C(=O)OC (methyl 3-hydroxyisoxazole-5-carboxylate). The solvent is CN(C=O)C (N,N-dimethylformamide). Conditions: time 8 hour. Yields the product COC1=NOC(=C1)C(=O)OC (methyl 3-methoxyisoxazole-5-carboxylate). Yield: 71.0%. RXN SMILES: [OH:1][C:2]1[CH:6]=[C:5]([C:7]([O:9][CH3:10])=[O:8])[O:4][N:3]=1.CI.[C:13](=O)([O-])[O-].[K+].[K+].Cl>CN(C)C=O>[CH3:13][O:1][C:2]1[CH:6]=[C:5]([C:7]([O:9][CH3:10])=[O:8])[O:4][N:3]=1 |f:2.3.4|. Procedure: 2.86 g of methyl 3-hydroxyisoxazole-5-carboxylate was dissolved in 10 ml of N,N-dimethylformamide, and 4.25 g of methyl iodide and 4.15 g of potassium carbonate were then added under ice-cooling. The mixture was stirred at room temperature overnight. The reaction mixture was added to 0.1 M hydrochloric acid and then extracted with ethyl acetate. The organic layer was dried over anhydrous magnesium sulfate, filtered and then concentrated under reduced pressure. The residue was subjected to silica... The reactants are CN(C)C=O, C[Si](C)(C)CC(O)(CCl)c1ccc(F)cc1, [H-], [Na+], c1nc[nH]n1. Product: C[Si](C)(C)CC(O)(Cn1cncn1)c1ccc(F)cc1. Reaction SMILES: [CH3:24][N:25]([CH3:26])[CH:27]=[O:28].[Cl:8][CH2:9][C:10]([CH2:11][Si:12]([CH3:13])([CH3:14])[CH3:15])([OH:16])[c:17]1[cH:18][cH:19][c:20]([F:23])[cH:21][cH:22]1.[H-:1].[Na+:2].[nH:3]1[n:4][cH:5][n:6][cH:7]1>>[n:3]1([CH2:9][C:10]([CH2:11][Si:12]([CH3:13])([CH3:14])[CH3:15])([OH:16])[c:17]2[cH:18][cH:19][c:20]([F:23])[cH:21][cH:22]2)[n:4][cH:5][n:6][cH:7]1. Reactants: CN(C)C=O, CS(=O)(=O)c1ccc(-n2cc(CCl)nc2-c2ccc(Cl)cc2)cc1, N#C[K]. The product is CS(=O)(=O)c1ccc(-n2cc(CC#N)nc2-c2ccc(Cl)cc2)cc1. RXN SMILES: [CH3:28][N:29]([CH3:30])[CH:31]=[O:32].[Cl:1][CH2:2][c:3]1[n:4][c:5](-[c:18]2[cH:19][cH:20][c:21]([Cl:24])[cH:22][cH:23]2)[n:6](-[c:8]2[cH:9][cH:10][c:11]([S:14](=[O:15])(=[O:16])[CH3:17])[cH:12][cH:13]2)[cH:7]1.[K:25][C:26]#[N:27]>>[CH2:2]([c:3]1[n:4][c:5](-[c:18]2[cH:19][cH:20][c:21]([Cl:24])[cH:22][cH:23]2)[n:6](-[c:8]2[cH:9][cH:10][c:11]([S:14](=[O:15])(=[O:16])[CH3:17])[cH:12][cH:13]2)[cH:7]1)[C:26]#[N:27]. Reactants: FC1=C(CCN(C(OC(C)(C)C)=O)C)C=CC(=C1)C=1C=2C3=C(C(NC2C(=CC1OC)C)=O)SC=C3 (tert-butyl 2-fluoro-4-(8-methoxy-6-methyl-4-oxo-4,5-dihydrothieno[2,3-c]quinolin-9-yl)phenethyl(methyl)carbamate), B(Br)(Br)Br (BBr3), C(Cl)Cl (CH2Cl2). Product: Cl.FC=1C=C(C=CC1CCNC)C=1C=2C3=C(C(NC2C(=CC1O)C)=O)SC=C3 (9-(3-fluoro-4-(2-(methylamino)ethyl)phenyl)-8-hydroxy-6-methylthieno[2,3-c]quinolin-4(5H)-one Hydrochloride). Isolated yield 67.0%. Reaction SMILES: [F:1][C:2]1[CH:18]=[C:17]([C:19]2[C:20]3[C:21]4[CH:35]=[CH:34][S:33][C:22]=4[C:23](=[O:32])[NH:24][C:25]=3[C:26]([CH3:31])=[CH:27][C:28]=2[O:29]C)[CH:16]=[CH:15][C:3]=1[CH2:4][CH2:5][N:6](C)[C:7](=O)OC(C)(C)C.B(Br)(Br)Br.C(Cl)[Cl:41]>>[ClH:41].[F:1][C:2]1[CH:18]=[C:17]([C:19]2[C:20]3[C:21]4[CH:35]=[CH:34][S:33][C:22]=4[C:23](=[O:32])[NH:24][C:25]=3[C:26]([CH3:31])=[CH:27][C:28]=2[OH:29])[CH:16]=[CH:15][C:3]=1[CH2:4][CH2:5][NH:6][CH3:7] |f:3.4|. Procedure: Following General Procedure F, tert-butyl 2-fluoro-4-(8-methoxy-6-methyl-4-oxo-4,5-dihydrothieno[2,3-c]quinolin-9-yl)phenethyl(methyl)carbamate (60 mg, 0.12 mmol) in CH2Cl2 at 0° C. was added BBr3 (1.0 M in CH2Cl2, 6 mL, 6 mmol) and the reaction was warmed to room temperature for 4 h. The reaction was quenched by pouring onto water or ice-water and the resulting mixture was concentrated and purified by preparatory HPLC (C18 silica, acetonitrile/water (with 0.05% TFA) gradient). The desired produ... Reactants: FC1=CC=C(C=C1)C1=NC(NC(=C1)C(F)(F)F)=O (4-(4-fluoro-phenyl)-6-trifluoromethyl-1H-pyrimidin-2-one), O=P(Cl)(Cl)Cl (phosphoroxychloride). The product is ClC1=NC(=CC(=N1)C1=CC=C(C=C1)F)C(F)(F)F (2-Chloro-4-(4-fluoro-phenyl)-6-trifluoromethyl-pyrimidine), solid. The yield is 99.0%. Reaction SMILES: [F:1][C:2]1[CH:7]=[CH:6][C:5]([C:8]2[CH:13]=[C:12]([C:14]([F:17])([F:16])[F:15])[NH:11][C:10](=O)[N:9]=2)=[CH:4][CH:3]=1.O=P(Cl)(Cl)[Cl:21]>>[Cl:21][C:10]1[N:9]=[C:8]([C:5]2[CH:6]=[CH:7][C:2]([F:1])=[CH:3][CH:4]=2)[CH:13]=[C:12]([C:14]([F:17])([F:16])[F:15])[N:11]=1. Procedure: The title compound was prepared from 4-(4-fluoro-phenyl)-6-trifluoromethyl-1H-pyrimidin-2-one (15.5 g, 0.06 mol) and phosphoroxychloride (155 mL) according to the general procedure I. Obtained as a light yellow solid (16.5 g, 99%). MS (EI) 276.1 [(M)+]; mp 67° C. Starting materials: CC(=O)O, Cl[Cu], Cl, O=N[O-], COC(=O)c1ccc(C(C)NC(C)=O)c(N)c1, [Na+], O, O=S(=O)(O)O. Yields the product COC(=O)c1ccc(C(C)NC(C)=O)c(Cl)c1. RXN SMILES: [CH3:24][C:25](=[O:26])[OH:27].[Cl:33][Cu:34].[ClH:23].[N:18]([O-:19])=[O:20].[NH2:1][c:2]1[cH:3][c:4]([C:5](=[O:6])[O:7][CH3:8])[cH:9][cH:10][c:11]1[CH:12]([CH3:13])[NH:14][C:15]([CH3:16])=[O:17].[Na+:21].[OH2:22].[S:28](=[O:29])(=[O:30])([OH:31])[OH:32]>>[c:2]1([Cl:23])[cH:3][c:4]([C:5](=[O:6])[O:7][CH3:8])[cH:9][cH:10][c:11]1[CH:12]([CH3:13])[NH:14][C:15]([CH3:16])=[O:17].